This data is from the Open Reaction Database (ORD), a public repository of structured organic reaction records. The task is: describe an organic reaction: reactants, conditions, products, and yield Starting materials: C(C)OCCOC1=CC(=C(C(=C1)C)C1=CC(=CC=C1)CNC1=CC=C(C=C1)CC(C(=O)OCC)(F)F)C (ethyl 3-[4-({[4′-(2-ethoxyethoxy)-2′,6′-dimethylbiphenyl-3-yl]methyl}amino)phenyl]-2,2-difluoropropanoate), O1CCCC1 (tetrahydrofuran), O.[OH-].[Li+] (lithium hydroxide monohydrate), Cl (hydrochloric acid). Run in O (water), C(C)O (ethanol). Reaction conditions: time 3 hour. The product is C(C)OCCOC1=CC(=C(C(=C1)C)C1=CC(=CC=C1)CNC1=CC=C(C=C1)CC(C(=O)O)(F)F)C (3-[4-({[4′-(2-ethoxyethoxy)-2′,6′-dimethylbiphenyl-3-yl]methyl}amino)phenyl]-2,2-difluoropropanoic acid). Yield: 66.0%. RXN SMILES: [CH2:1]([O:3][CH2:4][CH2:5][O:6][C:7]1[CH:12]=[C:11]([CH3:13])[C:10]([C:14]2[CH:19]=[CH:18][CH:17]=[C:16]([CH2:20][NH:21][C:22]3[CH:27]=[CH:26][C:25]([CH2:28][C:29]([F:36])([F:35])[C:30]([O:32]CC)=[O:31])=[CH:24][CH:23]=3)[CH:15]=2)=[C:9]([CH3:37])[CH:8]=1)[CH3:2].O1CCCC1.O.[OH-].[Li+].Cl>O.C(O)C>[CH2:1]([O:3][CH2:4][CH2:5][O:6][C:7]1[CH:8]=[C:9]([CH3:37])[C:10]([C:14]2[CH:19]=[CH:18][CH:17]=[C:16]([CH2:20][NH:21][C:22]3[CH:23]=[CH:24][C:25]([CH2:28][C:29]([F:35])([F:36])[C:30]([OH:32])=[O:31])=[CH:26][CH:27]=3)[CH:15]=2)=[C:11]([CH3:13])[CH:12]=1)[CH3:2] |f:2.3.4|. Reported procedure: A mixture of ethyl 3-[4-({[4′-(2-ethoxyethoxy)-2′,6′-dimethylbiphenyl-3-yl]methyl}amino)phenyl]-2,2-difluoropropanoate (665 mg, 1.30 mmol), tetrahydrofuran (15 mL), ethanol (10 mL), water (10 mL) and lithium hydroxide monohydrate (162 mg, 3.89 mmol) was stirred at room temperature for 3 hr. The reaction mixture was neutralized with 1 M hydrochloric acid, and the mixture was extracted with ethyl acetate. The organic layer was washed with saturated brine, dried over anhydrous magnesium sulfate, an...